This data is from the Open Reaction Database (ORD), a public repository of structured organic reaction records. The task is: describe an organic reaction: reactants, conditions, products, and yield Starting materials: C(C)OC(C=CC1=CC2=CC=C(C=C2C(=C1C)OC1=CC=C(C=C1)S(=O)(=O)CC)F)=O (3-[4-(4-ethanesulfonyl-phenoxy)-6-fluoro-3-methyl-naphthalen-2-yl]-acrylic acid ethyl ester). The reagents and catalysts are [Pd] (palladium on carbon). Solvent: C(C)(=O)OCC (ethyl acetate). Conditions: time 8 hour. Yields the product C(C)OC(CCC1=CC2=CC=C(C=C2C(=C1C)OC1=CC=C(C=C1)S(=O)(=O)CC)F)=O (3-[4-(4-ethanesulfonyl-phenoxy)-6-fluoro-3-methyl-naphthalen-2-yl]-propionic acid ethyl ester). Yield: 75.0%. As a reaction SMILES: [CH2:1]([O:3][C:4](=[O:31])[CH:5]=[CH:6][C:7]1[C:16]([CH3:17])=[C:15]([O:18][C:19]2[CH:24]=[CH:23][C:22]([S:25]([CH2:28][CH3:29])(=[O:27])=[O:26])=[CH:21][CH:20]=2)[C:14]2[C:9](=[CH:10][CH:11]=[C:12]([F:30])[CH:13]=2)[CH:8]=1)[CH3:2]>C(OCC)(=O)C.[Pd]>[CH2:1]([O:3][C:4](=[O:31])[CH2:5][CH2:6][C:7]1[C:16]([CH3:17])=[C:15]([O:18][C:19]2[CH:24]=[CH:23][C:22]([S:25]([CH2:28][CH3:29])(=[O:26])=[O:27])=[CH:21][CH:20]=2)[C:14]2[C:9](=[CH:10][CH:11]=[C:12]([F:30])[CH:13]=2)[CH:8]=1)[CH3:2]. Procedure details: To a solution of 3-[4-(4-ethanesulfonyl-phenoxy)-6-fluoro-3-methyl-naphthalen-2-yl]-acrylic acid ethyl ester (40 mg, 0.09 mmol) in ethyl acetate (3 mL) was added 10% palladium on carbon (4 mg). The resulting mixture was stirred vigorously under a hydrogen (balloon) atmosphere overnight, and then filtered. The filtrate was concentrated in vacuo to give 3-[4-(4-ethanesulfonyl-phenoxy)-6-fluoro-3-methyl-naphthalen-2-yl]-propionic acid ethyl ester (30 mg, 75%) as a yellow solid, which was used for t... Starting materials: CNC(=O)C1=COC=C1 (N-methyl-3-furancaboxamide), OCNC(C(F)(F)F)=O (N-(hydroxymethyl)-trifluoroacetamide). Solvent: S(O)(O)(=O)=O (sulphuric acid), C(C)(=O)OCC (ethyl acetate). Conditions: temperature 20 celsius, time 1 hour. Yields the product CNC(=O)C1=COC(=C1)CNC(C(F)(F)F)=O (5-[(2,2,2-Trifluoro-acetylamino)methyl]furan-3-carboxylic acid methylamide). The yield is 35.4%. RXN SMILES: [CH3:1][NH:2][C:3]([C:5]1[CH:9]=[CH:8][O:7][CH:6]=1)=[O:4].O[CH2:11][NH:12][C:13](=[O:18])[C:14]([F:17])([F:16])[F:15]>S(=O)(=O)(O)O.C(OCC)(=O)C>[CH3:1][NH:2][C:3]([C:5]1[CH:9]=[C:8]([CH2:11][NH:12][C:13](=[O:18])[C:14]([F:17])([F:16])[F:15])[O:7][CH:6]=1)=[O:4]. Procedure details: To a suspension of N-methyl-3-furancaboxamide (0.404 g) (prepared as described in Synthetic Communications (1992), 22(16), 2381-92) in concentrated aqueous sulphuric acid (10 ml) at 0-5° C. was added N-(hydroxymethyl)-trifluoroacetamide (0.483 g). The suspension was allowed to warm to 20° C. and stirred for 1 h. The mixture was poured onto ice (100 g) and diluted with ethyl acetate (150 ml). The phases were separated and the organic phase washed with saturated sodium hydrogen carbonate (50 ml×2)... Reactants: CCN(c1cc(Br)cc(C(=O)NCc2c(C)cc(C)[nH]c2=O)c1C)C1CCSCC1, CC1(C)OB(c2ccc(CN3CCOCC3)cc2)OC1(C)C, [Na+], [Na+], O=C([O-])[O-], C1COCCO1, O. Product: CCN(c1cc(-c2ccc(CN3CCOCC3)cc2)cc(C(=O)NCc2c(C)cc(C)[nH]c2=O)c1C)C1CCSCC1. RXN SMILES: [Br:1][c:2]1[cH:3][c:4]([N:22]([CH:23]2[CH2:24][CH2:25][S:26][CH2:27][CH2:28]2)[CH2:29][CH3:30])[c:5]([CH3:21])[c:6]([C:7](=[O:8])[NH:9][CH2:10][c:11]2[c:12](=[O:19])[nH:13][c:14]([CH3:18])[cH:15][c:16]2[CH3:17])[cH:20]1.[CH3:31][C:32]1([CH3:33])[C:34]([CH3:35])([CH3:36])[O:37][B:38]([c:39]2[cH:40][cH:41][c:42]([CH2:43][N:44]3[CH2:45][CH2:46][O:47][CH2:48][CH2:49]3)[cH:50][cH:51]2)[O:52]1.[Na+:53].[Na+:54].[O-:55][C:56](=[O:57])[O-:58].[O:59]1[CH2:60][CH2:61][O:62][CH2:63][CH2:64]1.[OH2:65]>>[c:2]1(-[c:39]2[cH:40][cH:41][c:42]([CH2:43][N:44]3[CH2:45][CH2:46][O:47][CH2:48][CH2:49]3)[cH:50][cH:51]2)[cH:3][c:4]([N:22]([CH:23]2[CH2:24][CH2:25][S:26][CH2:27][CH2:28]2)[CH2:29][CH3:30])[c:5]([CH3:21])[c:6]([C:7](=[O:8])[NH:9][CH2:10][c:11]2[c:12](=[O:19])[nH:13][c:14]([CH3:18])[cH:15][c:16]2[CH3:17])[cH:20]1. Reaction SMILES: C(NCC1C=CC=CC=1)C.C([O:13][C:14](=[O:49])[C:15]([CH2:37][CH2:38][N:39]([CH2:42][C:43]1[CH:48]=[CH:47][CH:46]=[CH:45][CH:44]=1)[CH2:40][CH3:41])([NH:29]C(OC(C)(C)C)=O)[CH2:16][CH2:17][CH2:18][CH2:19][B:20]1[O:24]C(C)(C)C(C)(C)[O:21]1)C.[ClH:50]>O>[ClH:50].[ClH:50].[NH2:29][C:15]([CH2:37][CH2:38][N:39]([CH2:42][C:43]1[CH:44]=[CH:45][CH:46]=[CH:47][CH:48]=1)[CH2:40][CH3:41])([CH2:16][CH2:17][CH2:18][CH2:19][B:20]([OH:21])[OH:24])[C:14]([OH:49])=[O:13] |f:4.5.6|. Run in O (water). Procedure: 2-Amino-2-[2-(benzyl-ethyl-amino)-ethyl]-6-borono-hexanoic acid dihydrochloride is prepared in a manner analogous to that set forth in Example 16, except ethylbenzylamine is used as the amine in step 6. The final step is as follows: a solution of (R/S)-2-[2-(benzyl-ethyl-amino)-ethyl]-2-tert-butoxycarbonylamino-6-(4,4,5,5-tetramethyl-[1,3,2]-dioxa-borolan-2-yl)-hexanoic acid ethyl ester (104 mg) in 6 N hydrochloric acid (6 mL) was stirred at 95° C. overnight. After cooling to room temperature, t... The product is Cl.Cl.NC(C(=O)O)(CCCCB(O)O)CCN(CC)CC1=CC=CC=C1 ((R/S)-2-Amino-2-[2-(benzyl-ethyl-amino)-ethyl]-6-borono-hexanoic acid dihydrochloride). Reactants: C(C)NCC1=CC=CC=C1 (ethylbenzylamine), amine, C(C)OC(C(CCCCB1OC(C(O1)(C)C)(C)C)(NC(=O)OC(C)(C)C)CCN(CC)CC1=CC=CC=C1)=O ((R/S)-2-[2-(benzyl-ethyl-amino)-ethyl]-2-tert-butoxycarbonylamino-6-(4,4,5,5-tetramethyl-[1,3,2]-dioxa-borolan-2-yl)-hexanoic acid ethyl ester), Cl (hydrochloric acid). Reactants: O=C1NC(=O)c2ccccc21, ClCc1cnc(Cl)s1, [K], CN(C)C=O. Product: O=C1c2ccccc2C(=O)N1Cc1cnc(Cl)s1. As a reaction SMILES: [C:1]1(=[O:11])[c:2]2[c:3]([cH:7][cH:8][cH:9][cH:10]2)[C:4](=[O:6])[NH:5]1.[Cl:13][c:14]1[s:15][c:16]([CH2:19][Cl:20])[cH:17][n:18]1.[K:12].[O:21]=[CH:22][N:23]([CH3:24])[CH3:25]>>[C:1]1(=[O:11])[c:2]2[c:3]([cH:7][cH:8][cH:9][cH:10]2)[C:4](=[O:6])[N:5]1[CH2:19][c:16]1[s:15][c:14]([Cl:13])[n:18][cH:17]1. The reactants are CN(C)N, CCOC(C)=O, Cc1ccccc1, CC(N=C=O)c1cccc(-c2ccccc2)c1. Yields the product CC(NC(=O)NN(C)C)c1cccc(-c2ccccc2)c1. As a reaction SMILES: [CH3:18][N:19]([NH2:20])[CH3:21].[CH3:22][CH2:23][O:24][C:25](=[O:26])[CH3:27].[CH3:28][c:29]1[cH:30][cH:31][cH:32][cH:33][cH:34]1.[c:1]1(-[c:7]2[cH:8][c:9]([CH:13]([CH3:14])[N:15]=[C:16]=[O:17])[cH:10][cH:11][cH:12]2)[cH:2][cH:3][cH:4][cH:5][cH:6]1>>[c:1]1(-[c:7]2[cH:8][c:9]([CH:13]([CH3:14])[NH:15][C:16](=[O:17])[NH:20][N:19]([CH3:18])[CH3:21])[cH:10][cH:11][cH:12]2)[cH:2][cH:3][cH:4][cH:5][cH:6]1. Starting materials: CCO, Cc1c(C)c2c(c(C)c1OCCO)C=CC(C)(COc1ccc(CC3SC(=O)NC3=O)cc1)O2. The product is Cc1c(C)c2c(c(C)c1OCCO)CCC(C)(COc1ccc(CC3SC(=O)NC3=O)cc1)O2. RXN SMILES: [CH3:35][CH2:36][OH:37].[OH:1][CH2:2][CH2:3][O:4][c:5]1[c:6]([CH3:34])[c:7]2[c:12]([c:13]([CH3:16])[c:14]1[CH3:15])[O:11][C:10]([CH3:17])([CH2:18][O:19][c:20]1[cH:21][cH:22][c:23]([CH2:24][CH:25]3[C:26](=[O:31])[NH:27][C:28](=[O:30])[S:29]3)[cH:32][cH:33]1)[CH:9]=[CH:8]2>>[OH:1][CH2:2][CH2:3][O:4][c:5]1[c:6]([CH3:34])[c:7]2[c:12]([c:13]([CH3:16])[c:14]1[CH3:15])[O:11][C:10]([CH3:17])([CH2:18][O:19][c:20]1[cH:21][cH:22][c:23]([CH2:24][CH:25]3[C:26](=[O:31])[NH:27][C:28](=[O:30])[S:29]3)[cH:32][cH:33]1)[CH2:9][CH2:8]2. Starting materials: CN(C=O)C (N,N-dimethylformamide), ClC1=NC(=CC(=C1)C(F)(F)F)C (2-chloro-6-methyl-4-trifluoromethylpyridine). The reagents and catalysts are [C-]#N.[Zn+2].[C-]#N (zinc cyanide), C=1C=CC(=CC1)[P](C=2C=CC=CC2)(C=3C=CC=CC3)[Pd]([P](C=4C=CC=CC4)(C=5C=CC=CC5)C=6C=CC=CC6)([P](C=7C=CC=CC7)(C=8C=CC=CC8)C=9C=CC=CC9)[P](C=1C=CC=CC1)(C=1C=CC=CC1)C=1C=CC=CC1 (tetrakistriphenylphosphinepalladium). Run in O (water). Reaction conditions: temperature 90 celsius, time 10 hour. The product is CC1=CC(=CC(=N1)C#N)C(F)(F)F (6-methyl-4-trifluoromethylpyridine-2-carbonitrile). Reaction SMILES: [CH3:1][N:2](C)C=O.Cl[C:7]1[CH:12]=[C:11]([C:13]([F:16])([F:15])[F:14])[CH:10]=[C:9]([CH3:17])[N:8]=1>[C-]#N.[Zn+2].[C-]#N.C1C=CC([P]([Pd]([P](C2C=CC=CC=2)(C2C=CC=CC=2)C2C=CC=CC=2)([P](C2C=CC=CC=2)(C2C=CC=CC=2)C2C=CC=CC=2)[P](C2C=CC=CC=2)(C2C=CC=CC=2)C2C=CC=CC=2)(C2C=CC=CC=2)C2C=CC=CC=2)=CC=1.O>[CH3:17][C:9]1[N:8]=[C:7]([C:1]#[N:2])[CH:12]=[C:11]([C:13]([F:16])([F:15])[F:14])[CH:10]=1 |f:2.3.4,^1:26,28,47,66|. Reported procedure: To 10 ml of N,N-dimethylformamide were added 1 g of 2-chloro-6-methyl-4-trifluoromethylpyridine, 1.2 g of zinc cyanide and 0.24 g of tetrakistriphenylphosphinepalladium, and the mixture was stirred at 90° C. for 10 hours. After allowing to cool, the reaction solution was poured into water, and the resultant solution was extracted with diethyl ether three times, washed with an aqueous saturated sodium chloride solution, dried with anhydrous magnesium sulfate, and concentrated. The residue was sub... Solvent: CO (Methanol). Isolated yield 75.5%. As a reaction SMILES: ClCCl.B(Br)(Br)Br.[CH3:8][O:9][C:10]([C:12]1[CH:17]=[CH:16][CH:15]=[CH:14][C:13]=1[C:18]1[CH:23]=[CH:22][C:21]([CH2:24][N:25]2[C:29]3=[N:30][CH:31]=[CH:32][C:33]([CH3:34])=[C:28]3[N:27]=[C:26]2[CH2:35][O:36]C)=[CH:20][CH:19]=1)=[O:11]>CO>[OH:36][CH2:35][C:26]1[N:25]([CH2:24][C:21]2[CH:22]=[CH:23][C:18]([C:13]3[CH:14]=[CH:15][CH:16]=[CH:17][C:12]=3[C:10]([O:9][CH3:8])=[O:11])=[CH:19][CH:20]=2)[C:29]2=[N:30][CH:31]=[CH:32][C:33]([CH3:34])=[C:28]2[N:27]=1. Product: OCC1=NC=2C(=NC=CC2C)N1CC1=CC=C(C=C1)C1=C(C=CC=C1)C(=O)OC (2-hydroxymethyl-3-[(2'-methoxycarbonylbiphenyl-4-yl )methyl]-7-methyl-3H-imidazo[4,5-b]pyridine). Procedure details: 50 ml (50 mmol) of a dichloromethane solution of 1M boron tribromide was added little by little dropwise to 100 ml of a dichloromethane solution of 3.3 g (8.2 mmol) of 3-[(2'-methoxycarbonyl-biphenyl-4-yl) methyl]-2-methoxymethyl-7-methyl-3H-imidazo[4,5-b]pyridine, while stirred and cooled with ice. The mixture was further stirred at a room temperature for 12 hours. Methanol was added dropwise to the product mixture, while stirred and cooled with ice, and the solvent was distilled out at a reduc... Starting materials: ClCCl (dichloromethane), B(Br)(Br)Br (boron tribromide), ClCCl (dichloromethane), COC(=O)C1=C(C=CC=C1)C1=CC=C(C=C1)CN1C(=NC=2C1=NC=CC2C)COC (3-[(2'-methoxycarbonyl-biphenyl-4-yl) methyl]-2-methoxymethyl-7-methyl-3H-imidazo[4,5-b]pyridine). The reactants are C(C1=CC=CC=C1)OC(=O)N[C@@H]1C(N(CC1)[C@@H]1[C@@H](CC(CC1)NC(C)(C)C)C(=O)OC)=O ((1R,2S,SR)-methyl 2-((S)-3-(benzyloxycarbonylamino)-2-oxopyrrolidin-1-yl)-5-(tert-butylamino)cyclohexanecarboxylate), C=O (formaldehyde), [BH-](OC(=O)C)(OC(=O)C)OC(=O)C.[Na+] (NaBH(OAc)3). The solvent is C(Cl)Cl (CH2Cl2), C(Cl)Cl (CH2Cl2). Run at time 8 hour. Product: C(C1=CC=CC=C1)OC(=O)N[C@@H]1C(N(CC1)[C@@H]1[C@@H](C[C@@H](CC1)N(C)C(C)(C)C)C(=O)OC)=O ((1R,2S,5R)-methyl 2-((S)-3-(benzyloxycarbonylamino)-2-oxopyrrolidin-1-yl)-5-(tert-butyl(methyl)amino)-cyclohexanecarboxylate). Isolated yield 0.1%. Reaction SMILES: [CH2:1]([O:8][C:9]([NH:11][C@H:12]1[CH2:16][CH2:15][N:14]([C@H:17]2[CH2:22][CH2:21][CH:20]([NH:23][C:24]([CH3:27])([CH3:26])[CH3:25])[CH2:19][C@H:18]2[C:28]([O:30][CH3:31])=[O:29])[C:13]1=[O:32])=[O:10])[C:2]1[CH:7]=[CH:6][CH:5]=[CH:4][CH:3]=1.C=O.[BH-](OC(C)=O)(OC(C)=O)O[C:37](C)=O.[Na+]>C(Cl)Cl>[CH2:1]([O:8][C:9]([NH:11][C@H:12]1[CH2:16][CH2:15][N:14]([C@H:17]2[CH2:22][CH2:21][C@@H:20]([N:23]([C:24]([CH3:27])([CH3:26])[CH3:25])[CH3:37])[CH2:19][C@H:18]2[C:28]([O:30][CH3:31])=[O:29])[C:13]1=[O:32])=[O:10])[C:2]1[CH:7]=[CH:6][CH:5]=[CH:4][CH:3]=1 |f:2.3|. Procedure: A solution of (1R,2S,SR)-methyl 2-((S)-3-(benzyloxycarbonylamino)-2-oxopyrrolidin-1-yl)-5-(tert-butylamino)cyclohexanecarboxylate (460 mg, 1.0 mol) (from Example 12b, Step 6 above) in CH2Cl2 was treated with a solution of 37% aq formaldehyde (1 ml) and NaBH(OAc)3 (436 mg, 2.0 mol) and stirred at room temperature overnight. The solution was diluted with CH2Cl2 (50 ml) and washed with 1 N NaOH, water, brine, concentrated in vacuo and the residue chromatographed (1:9:90 NH4OH:MeOH:CH2Cl2) to give 3...